Dataset: the Open Reaction Database (ORD), a public repository of structured organic reaction records. Task: describe an organic reaction: reactants, conditions, products, and yield The reactants are alkyl, CCOCC.O=O (ether oxygen), C(C(C)(C)C)OC1=CC2=CC=CC=C2C=C1 (2-neopentyloxynaphthalene), ethers. Yields the product C1=C(C=CC2=CC=CC=C12)O (2-naphthol). RXN SMILES: CCOCC.O=O.C([O:13][C:14]1[CH:23]=[CH:22][C:21]2[C:16](=[CH:17][CH:18]=[CH:19][CH:20]=2)[CH:15]=1)C(C)(C)C>>[CH:15]1[C:16]2[C:21](=[CH:20][CH:19]=[CH:18][CH:17]=2)[CH:22]=[CH:23][C:14]=1[OH:13] |f:0.1|. Reported procedure: Silylations of aryl alkyl ethers at elevated temperatures were conducted under the conditions applied to diaryl ethers to probe the cleavage selectivity of sp2 versus sp3 C—O bond. At the elevated temperatures of these experiments, the reaction of 2-methoxynaphthalene gave 2-naphthol as the major product in moderate yield (Scheme 1). GC-MS analysis of the crude reaction mixture indicated the presence of trace amounts of naphthalene along with 2-methylnaphthalene and further reduced species, incl... Starting materials: COC(C1=CC=C(C=C1)CNC1CCC(CC1)C(=O)O)=O (4-[(4-carboxycyclohexylamino)methyl]benzoic acid methyl ester), FC(OC1=CC=C(C=C1)N=C=O)(F)F (4-trifluoromethoxyphenylisocyanate). The solvent is C(C)#N (acetonitrile). Run at temperature 50 celsius, time 8 hour. Yields the product COC(C1=CC=C(C=C1)C(C1CCC(CC1)C(=O)O)NC(=O)NC1=CC=C(C=C1)OC(F)(F)F)=O (4-[1-(4-Carboxycyclohexyl)-3-(4-trifluoromethoxyphenyl)ureidomethyl]benzoic Acid Methyl Ester). As a reaction SMILES: [CH3:1][O:2][C:3](=[O:21])[C:4]1[CH:9]=[CH:8][C:7]([CH2:10][NH:11]C2CCC(C(O)=O)CC2)=[CH:6][CH:5]=1.[F:22][C:23]([F:35])([F:34])[O:24][C:25]1[CH:30]=[CH:29][C:28]([N:31]=[C:32]=[O:33])=[CH:27][CH:26]=1>C(#N)C>[CH3:1][O:2][C:3](=[O:21])[C:4]1[CH:5]=[CH:6][C:7]([CH:10]([NH:11][C:32]([NH:31][C:28]2[CH:27]=[CH:26][C:25]([O:24][C:23]([F:34])([F:35])[F:22])=[CH:30][CH:29]=2)=[O:33])[CH:7]2[CH2:8][CH2:9][CH:4]([C:3]([OH:21])=[O:2])[CH2:5][CH2:6]2)=[CH:8][CH:9]=1. Procedure details: The above 4-[(4-carboxycyclohexylamino)methyl]benzoic acid methyl ester (1 g, 3.4 mmol) was dissolved in acetonitrile (25 mL) and 4-trifluoromethoxyphenylisocyanate (0.73 g, 3.4 mmol) was added. Stirring overnight at 50° C. followed by cooling to 25° C. formed a precipitate, which was removed by filtration. The filtrate was concentrated in vacuo and the product purified by chromatography using silica as stationary phase and a mixture of ethyl acetate, methanol and acetic acid as eluent (15:1:0.1... Starting materials: F[H-]F.[K+] (Potassium bifluoride), CCCC[N+](CCCC)(CCCC)CCCC.F.F.[F-] (tetrabutylammonium dihydrogentrifluoride), C(C1=CC=CC=C1)OCC12CCN(CC2O1)C(=O)OC(C)(C)C (tert-butyl 6-[(benzyloxy) methyl]-7-oxa-3-azabicyclo[4.1.0]heptane-3-carboxylate). Run in C(Cl)(Cl)Cl (chloroform). Conditions: temperature 120 celsius, time 2 day. Yields the product C(C1=CC=CC=C1)OCC1(C(CN(CC1)C(=O)OC(C)(C)C)F)O (tert-butyl 4-[(benzyloxy)methyl]-3-fluoro-4-hydroxypiperidine-1-carboxylate). Isolated yield 66.3%. RXN SMILES: [F:1][H-]F.[K+].CCCC[N+](CCCC)(CCCC)CCCC.F.F.[F-].[CH2:25]([O:32][CH2:33][C:34]12[O:40][CH:39]1[CH2:38][N:37]([C:41]([O:43][C:44]([CH3:47])([CH3:46])[CH3:45])=[O:42])[CH2:36][CH2:35]2)[C:26]1[CH:31]=[CH:30][CH:29]=[CH:28][CH:27]=1>C(Cl)(Cl)Cl>[CH2:25]([O:32][CH2:33][C:34]1([OH:40])[CH2:35][CH2:36][N:37]([C:41]([O:43][C:44]([CH3:47])([CH3:46])[CH3:45])=[O:42])[CH2:38][CH:39]1[F:1])[C:26]1[CH:31]=[CH:30][CH:29]=[CH:28][CH:27]=1 |f:0.1,2.3.4.5|. Reported procedure: Potassium bifluoride (1.22 g) and tetrabutylammonium dihydrogentrifluoride (472 mg) were added to tert-butyl 6-[(benzyloxy) methyl]-7-oxa-3-azabicyclo[4.1.0]heptane-3-carboxylate (2.50 g), followed by heating and stirring at 120° C. for 2 days. The reaction was diluted with chloroform and filtered through Celite. The residue obtained by concentration of the solvent under reduced pressure was purified by silica gel column chromatography (EtOAc/hexane) to obtain tert-butyl 4-[(benzyloxy)methyl]-3-... Starting materials: CC(C)C(=O)Nc1cccc(C2CCN(CCCCCC(O)c3ccc(Cl)cc3)CC2)c1, Oc1cc(C(F)(F)F)ccc1F. Product: CC(C)C(=O)Nc1cccc(C2CCN(CCCCCC(Oc3cc(C(F)(F)F)ccc3F)c3ccc(Cl)cc3)CC2)c1. RXN SMILES: [Cl:13][c:14]1[cH:15][cH:16][c:17]([CH:20]([CH2:21][CH2:22][CH2:23][CH2:24][CH2:25][N:26]2[CH2:27][CH2:28][CH:29]([c:32]3[cH:33][c:34]([NH:38][C:39]([CH:40]([CH3:41])[CH3:42])=[O:43])[cH:35][cH:36][cH:37]3)[CH2:30][CH2:31]2)[OH:44])[cH:18][cH:19]1.[F:1][c:2]1[c:3]([OH:12])[cH:4][c:5]([C:8]([F:9])([F:10])[F:11])[cH:6][cH:7]1>>[F:1][c:2]1[c:3]([O:12][CH:20]([c:17]2[cH:16][cH:15][c:14]([Cl:13])[cH:19][cH:18]2)[CH2:21][CH2:22][CH2:23][CH2:24][CH2:25][N:26]2[CH2:27][CH2:28][CH:29]([c:32]3[cH:33][c:34]([NH:38][C:39]([CH:40]([CH3:41])[CH3:42])=[O:43])[cH:35][cH:36][cH:37]3)[CH2:30][CH2:31]2)[cH:4][c:5]([C:8]([F:9])([F:10])[F:11])[cH:6][cH:7]1. The reactants are COCCOCOc1c(Br)cc(C(=O)OC)cc1C=O, CC(C)(C)NS(=O)(=O)c1cccc(B2OC(C)(C)C(C)(C)O2)c1. Product: COCCOCOc1c(C=O)cc(C(=O)OC)cc1-c1cccc(S(=O)(=O)NC(C)(C)C)c1. As a reaction SMILES: [Br:1][c:2]1[cH:3][c:4]([C:5](=[O:6])[O:7][CH3:8])[cH:9][c:10]([CH:19]=[O:20])[c:11]1[O:12][CH2:13][O:14][CH2:15][CH2:16][O:17][CH3:18].[C:21]([CH3:22])([CH3:23])([CH3:24])[NH:25][S:26](=[O:27])(=[O:28])[c:29]1[cH:30][c:31]([B:35]2[O:36][C:37]([CH3:38])([CH3:39])[C:40]([CH3:41])([CH3:42])[O:43]2)[cH:32][cH:33][cH:34]1>>[c:2]1(-[c:31]2[cH:30][c:29]([S:26]([NH:25][C:21]([CH3:22])([CH3:23])[CH3:24])(=[O:27])=[O:28])[cH:34][cH:33][cH:32]2)[cH:3][c:4]([C:5](=[O:6])[O:7][CH3:8])[cH:9][c:10]([CH:19]=[O:20])[c:11]1[O:12][CH2:13][O:14][CH2:15][CH2:16][O:17][CH3:18]. The reactants are BrC1=C(C(=CC=C1)Br)C (2,6-dibromotoluene), C1CC(=O)N(C1=O)Br.CC(C)(C#N)N=NC(C)(C)C#N (NBS AIBN), [Br-] (bromide), C1(=CC=CC=C1)P(C1=CC=CC=C1)C1=CC=CC=C1 (triphenylphosphine). Run in C(Cl)Cl.C1=CC=CC=C1 (CH2Cl2 benzene). Conditions: time 3 hour. The product is [Br-].BrC1=C(C[P+](C2=CC=CC=C2)(C2=CC=CC=C2)C2=CC=CC=C2)C(=CC=C1)Br ((2,6-Dibromobenzyl)(triphenyl)phosphonium bromide). Yield: 95.0%. RXN SMILES: [Br:1][C:2]1[CH:7]=[CH:6][CH:5]=[C:4]([Br:8])[C:3]=1[CH3:9].C1C(=O)N(Br)C(=O)C1.CC(N=NC(C#N)(C)C)(C#N)C.[Br-].[C:31]1([P:37]([C:44]2[CH:49]=[CH:48][CH:47]=[CH:46][CH:45]=2)[C:38]2[CH:43]=[CH:42][CH:41]=[CH:40][CH:39]=2)[CH:36]=[CH:35][CH:34]=[CH:33][CH:32]=1>C(Cl)Cl.C1C=CC=CC=1>[Br-:1].[Br:1][C:2]1[CH:7]=[CH:6][CH:5]=[C:4]([Br:8])[C:3]=1[CH2:9][P+:37]([C:38]1[CH:39]=[CH:40][CH:41]=[CH:42][CH:43]=1)([C:44]1[CH:49]=[CH:48][CH:47]=[CH:46][CH:45]=1)[C:31]1[CH:32]=[CH:33][CH:34]=[CH:35][CH:36]=1 |f:1.2,5.6,7.8|. Reported procedure: Bromination of 2,6-dibromotoluene with NBS/AIBN, followed by reaction of the crude bromide with triphenylphosphine, using the procedure described in example 102, except that the reaction time for the bromination was 3 h, gave the phosphonium salt (516) (95%) as a cream powder, mp (CH2Cl2/benzene) 241–243° C. 1H NMR (CDCl3) δ 7.78 (m, 9H), 7.64 (m, 6H), 7.40 (br d, J=7.9 Hz, 2H), 6.99 (td, J=8.0, 2.5 Hz, 1H), 5.58 (d, J=14.1 Hz, 2H). Found: C, 47.06; H, 3.37. C25H20Br3P.3/4 CH2Cl2 requires C, 47.... Reaction SMILES: [Br:1][c:2]1[cH:3][c:4]([F:22])[c:5]([NH:8][c:9]2[n:10]([CH3:21])[c:11](=[O:20])[c:12]([CH3:19])[cH:13][c:14]2[C:15]([O:17][CH3:16])=[O:18])[cH:6][cH:7]1.[CH2:40]1[O:41][CH2:42][CH2:43][CH2:44]1.[CH3:30][Si:31]([N-:32][Si:33]([CH3:34])([CH3:35])[CH3:36])([CH3:37])[CH3:38].[CH:23](=[CH2:24])[O:25][CH2:26][CH2:27][O:28][NH2:29].[Li+:39]>>[Br:1][c:2]1[cH:3][c:4]([F:22])[c:5]([NH:8][c:9]2[n:10]([CH3:21])[c:11](=[O:20])[c:12]([CH3:19])[cH:13][c:14]2[C:15](=[O:17])[NH:29][O:28][CH2:27][CH2:26][O:25][CH:23]=[CH2:24])[cH:6][cH:7]1. Starting materials: COC(=O)c1cc(C)c(=O)n(C)c1Nc1ccc(Br)cc1F, C1CCOC1, C[Si](C)(C)[N-][Si](C)(C)C, C=COCCON, [Li+]. The product is C=COCCONC(=O)c1cc(C)c(=O)n(C)c1Nc1ccc(Br)cc1F. The reactants are FC=1C=C(C=CC1)C(CC(=O)OCC)C1=CC(=CC=C1)F (ethyl 3,3-bis(3-fluorophenyl)propionate), [OH-].[Na+] (NaOH). Run in C(C)O (ethanol). Run at time 16 hour. Product: FC=1C=C(C=CC1)C(CC(=O)O)C1=CC(=CC=C1)F (3,3-bis(3-fluorophenyl)propionic acid). The yield is 89.8%. RXN SMILES: [F:1][C:2]1[CH:3]=[C:4]([CH:8]([C:15]2[CH:20]=[CH:19][CH:18]=[C:17]([F:21])[CH:16]=2)[CH2:9][C:10]([O:12]CC)=[O:11])[CH:5]=[CH:6][CH:7]=1.[OH-].[Na+]>C(O)C>[F:1][C:2]1[CH:3]=[C:4]([CH:8]([C:15]2[CH:20]=[CH:19][CH:18]=[C:17]([F:21])[CH:16]=2)[CH2:9][C:10]([OH:12])=[O:11])[CH:5]=[CH:6][CH:7]=1 |f:1.2|. Procedure: A solution of ethyl 3,3-bis(3-fluorophenyl)propionate (39.08 g, 134.8 mmol) in absolute ethanol (500 mL) was treated with 5N NaOH (500 mL) and stirred at ambient temperature for 16 hr. After this time the reaction mixture was concentrated (removal of ethanol) on a rotary evaporator and diluted with water (1 L). The aqueous mixture was washed once with diethyl ether (500 mL) and the remaining aqueous mixture acidified (pH˜1) by the addition of concentrated HCl. The aqueous phase was extracted wit... Reactants: Cn1nnnc1Cl, CO, O=C(CCCS)C1CCCCC1, [K+], [OH-]. The product is Cn1nnnc1SCCCC(=O)C1CCCCC1. As a reaction SMILES: [CH3:1][n:2]1[n:3][n:4][n:5][c:6]1[Cl:7].[CH3:22][OH:23].[CH:8]1([C:14](=[O:15])[CH2:16][CH2:17][CH2:18][SH:19])[CH2:9][CH2:10][CH2:11][CH2:12][CH2:13]1.[K+:21].[OH-:20]>>[CH3:1][n:2]1[n:3][n:4][n:5][c:6]1[S:19][CH2:18][CH2:17][CH2:16][C:14]([CH:8]1[CH2:9][CH2:10][CH2:11][CH2:12][CH2:13]1)=[O:15].